Task: describe an organic reaction: reactants, conditions, products, and yield. Dataset: the Open Reaction Database (ORD), a public repository of structured organic reaction records Starting materials: BrCC(=O)C1=CC(=C(C=C1)NC(C(F)(F)F)=O)C (N-(4-(2-bromoacetyl)-2-methylphenyl)-2,2,2-trifluoroacetamide), BrC=1C=CC(=NC1)N (5-bromopyridin-2-amine), C(C)O (ethanol). The product is BrC1=CN2C=C(C=C2C=C1)C1=CC(=C(C=C1)NC(C(F)(F)F)=O)C (N-(4-(6-bromoindolizin-2-yl)-2-methylphenyl)-2,2,2-trifluoroacetamide). Isolated yield 28.0%. As a reaction SMILES: Br[CH2:2][C:3]([C:5]1[CH:10]=[CH:9][C:8]([NH:11][C:12](=[O:17])[C:13]([F:16])([F:15])[F:14])=[C:7]([CH3:18])[CH:6]=1)=O.[Br:19][C:20]1[CH:21]=[CH:22][C:23](N)=[N:24][CH:25]=1.[CH2:27](O)C>>[Br:19][C:20]1[CH:21]=[CH:22][C:23]2[N:24]([CH:2]=[C:3]([C:5]3[CH:10]=[CH:9][C:8]([NH:11][C:12](=[O:17])[C:13]([F:16])([F:15])[F:14])=[C:7]([CH3:18])[CH:6]=3)[CH:27]=2)[CH:25]=1. Reported procedure: N-(4-(2-bromoacetyl)-2-methylphenyl)-2,2,2-trifluoroacetamide (3.0 g; 9.26 mmol) and 5-bromopyridin-2-amine (1.5 g; 8.67 mmol) were dissolved in 20 mL ethanol. The mixture was refluxed overnight, and the solvent was removed. CH2Cl2 was added to precipitate a solid, which was filtered and washed with CH2Cl2, to afford 1.0 g (yield 28%) of product as a yellow powder. 1H NMR (300 MHz; DMSO-d6), δ 11.1 (s, 1H, NH), 9.14 (s, 1H, Ar—H), 8.60 (s, 1H, Ar—H), 7.90-7.76 (m, 4H, Ar—H), 7.46 (d, 3JHH=8.0 Hz... The reactants are [Li]CCCC (n-BuLi), N1(N=CC=C1)C1=CC=C(CC=2C(=NC3=CC=C(C=C3C2Cl)Br)OC)C=C1 (3-(4-(1H-pyrazol-1-yl)benzyl)-6-bromo-4-chloro-2-methoxyquinoline), N1(N=CC=C1)C1=CC=C(CC=2C(=NC3=CC=C(C=C3C2Cl)Br)OC)C=C1 (3-(4-(1H-pyrazol-1-yl)benzyl)-6-bromo-4-chloro-2-methoxyquinoline), COC=1C=C(C=CC1OC)C(=O)C=1C=NC=CC1 ((3,4-dimethoxyphenyl)(pyridin-3-yl)methanone), COC=1C=C(C=CC1OC)C(=O)C=1C=NC=CC1 ((3,4-dimethoxyphenyl)(pyridin-3-yl)methanone). The solvent is C1CCOC1 (THF), C1CCOC1 (THF). Reaction conditions: time 5 minute. The product is N1(N=CC=C1)C1=CC=C(CC=2C(=NC3=CC=C(C=C3C2Cl)C(O)(C=2C=NC=CC2)C2=CC(=C(C=C2)OC)OC)OC)C=C1 ((3-(4-(1H-Pyrazol-1-yl)benzyl)-4-chloro-2-methoxyquinolin-6-yl)(3,4-dimethoxyphenyl)(pyridin-3-yl)methanol). RXN SMILES: [Li]CCCC.[N:6]1([C:11]2[CH:31]=[CH:30][C:14]([CH2:15][C:16]3[C:17]([O:28][CH3:29])=[N:18][C:19]4[C:24]([C:25]=3[Cl:26])=[CH:23][C:22](Br)=[CH:21][CH:20]=4)=[CH:13][CH:12]=2)[CH:10]=[CH:9][CH:8]=[N:7]1.[CH3:32][O:33][C:34]1[CH:35]=[C:36]([C:42]([C:44]2[CH:45]=[N:46][CH:47]=[CH:48][CH:49]=2)=[O:43])[CH:37]=[CH:38][C:39]=1[O:40][CH3:41]>C1COCC1>[N:6]1([C:11]2[CH:31]=[CH:30][C:14]([CH2:15][C:16]3[C:17]([O:28][CH3:29])=[N:18][C:19]4[C:24]([C:25]=3[Cl:26])=[CH:23][C:22]([C:42]([C:36]3[CH:37]=[CH:38][C:39]([O:40][CH3:41])=[C:34]([O:33][CH3:32])[CH:35]=3)([C:44]3[CH:45]=[N:46][CH:47]=[CH:48][CH:49]=3)[OH:43])=[CH:21][CH:20]=4)=[CH:13][CH:12]=2)[CH:10]=[CH:9][CH:8]=[N:7]1. Reported procedure: A solution of n-BuLi (2.5 M in hexanes, 0.05 mL, 0.125 mmol) was added dropwise by syringe to a solution of 3-(4-(1H-pyrazol-1-yl)benzyl)-6-bromo-4-chloro-2-methoxyquinoline (32.9 mg, 0.135 mmol, Intermediate 10) in dry THF (2 mL) in a dry ice-acetone bath. After 5 minutes, a solution of (3,4-dimethoxyphenyl)(pyridin-3-yl)methanone (32.9 mg, 0.135 mmol, Intermediate 88: step b) in dry THF (0.2 mL) was added dropwise. The reaction mixture was stirred for 5 minutes in a dry ice-acetone bath, then ...